From a dataset of the Open Reaction Database (ORD), a public repository of structured organic reaction records. describe an organic reaction: reactants, conditions, products, and yield Reactants: P(=O)(O)(O)O[C@H]1[C@H]([C@@H](O[C@@H]1CO)N1C=NC=2C(=O)NC(N)=NC12)O (guanosine-3'-monophosphate), P(=O)(O)(O)O[C@H]1[C@H]([C@@H](O[C@@H]1CO)N1C(=O)N=C(N)C=C1)O (cytidine-3'-monophosphate). Product: P(O)(=O)(OP(=O)(O)O)O[C@H]1[C@H]([C@@H](O[C@@H]1CO)N1C(=O)N=C(N)C=C1)O (Cytidine-3'-diphosphate). Reaction SMILES: [P:1](O[C@@H]1[C@@H](CO)O[C@@H](N2C3N=C(N)NC(=O)C=3N=C2)[C@@H]1O)([OH:4])([OH:3])=[O:2].[P:25]([O:29][C@@H:30]1[C@@H:34]([CH2:35][OH:36])[O:33][C@@H:32]([N:37]2[CH:44]=[CH:43][C:41]([NH2:42])=[N:40][C:38]2=[O:39])[C@@H:31]1[OH:45])([OH:28])([OH:27])=[O:26]>>[P:25]([O:29][C@@H:30]1[C@@H:34]([CH2:35][OH:36])[O:33][C@@H:32]([N:37]2[CH:44]=[CH:43][C:41]([NH2:42])=[N:40][C:38]2=[O:39])[C@@H:31]1[OH:45])([O:27][P:1]([OH:4])([OH:3])=[O:2])(=[O:28])[OH:26]. Procedure details: Cytidine-3'-diphosphate was prepared by repeating the procedure of Example 1 except that guanosine-3'-monophosphate was replaced by cytidine-3'-monophosphate. Starting materials: CCOCC, O=C(Cl)Cc1ccc(Cl)cc1, c1ccc2c3c(ncc2c1)CCCN3. As a reaction SMILES: [CH3:26][CH2:27][O:28][CH2:29][CH3:30].[Cl:1][c:2]1[cH:3][cH:4][c:5]([CH2:8][C:9](=[O:10])[Cl:11])[cH:6][cH:7]1.[NH:12]1[c:13]2[c:14]3[c:15]([cH:16][n:17][c:18]2[CH2:19][CH2:20][CH2:21]1)[cH:22][cH:23][cH:24][cH:25]3>>[Cl:1][c:2]1[cH:3][cH:4][c:5]([CH2:8][C:9](=[O:10])[N:12]2[c:13]3[c:14]4[c:15]([cH:16][n:17][c:18]3[CH2:19][CH2:20][CH2:21]2)[cH:22][cH:23][cH:24][cH:25]4)[cH:6][cH:7]1. Product: O=C(Cc1ccc(Cl)cc1)N1CCCc2ncc3ccccc3c21. Starting materials: CCCCC, CO[Si](CCC(Cl)CCl)(OC)OC, N, [Na]. Yields the product C=CCC[Si](OC)(OC)OC. As a reaction SMILES: [CH3:16][CH2:17][CH2:18][CH2:19][CH3:20].[Cl:3][CH:4]([CH2:5][CH2:6][Si:7]([O:8][CH3:9])([O:10][CH3:11])[O:12][CH3:13])[CH2:14][Cl:15].[NH3:2].[Na:1]>>[CH:4]([CH2:5][CH2:6][Si:7]([O:8][CH3:9])([O:10][CH3:11])[O:12][CH3:13])=[CH2:14]. Reaction conditions: temperature 90 celsius, time 2 hour. Starting materials: FC(CNS(=O)(=O)C(C)C)(C)C1=CC=C(C=C1)C1=CC(=C(C=C1)CC(=O)O)[N+](=O)[O-] ({4′-[1-Fluoro-1-methyl-2-(propane-2-sulfonylamino)-ethyl]-3-nitrobiphenyl-4-yl}-acetic Acid). As a reaction SMILES: [F:1][C:2]([C:12]1[CH:17]=[CH:16][C:15]([C:18]2[CH:23]=[CH:22][C:21]([CH2:24][C:25]([OH:27])=O)=[C:20]([N+:28]([O-])=O)[CH:19]=2)=[CH:14][CH:13]=1)([CH3:11])[CH2:3][NH:4][S:5]([CH:8]([CH3:10])[CH3:9])(=[O:7])=[O:6]>C(O)C.OS(O)(=O)=O.[Zn]>[F:1][C:2]([C:12]1[CH:13]=[CH:14][C:15]([C:18]2[CH:19]=[C:20]3[C:21]([CH2:24][C:25](=[O:27])[NH:28]3)=[CH:22][CH:23]=2)=[CH:16][CH:17]=1)([CH3:11])[CH2:3][NH:4][S:5]([CH:8]([CH3:9])[CH3:10])(=[O:6])=[O:7]. The product is FC(CNS(=O)(=O)C(C)C)(C)C1=CC=C(C=C1)C1=CC=C2CC(NC2=C1)=O (N-{2-Fluoro-2-[4-(2-oxo-2,3-dihydro-1H-indol-6-yl)-phenyl]-propyl)-2-propanesulfonamide). Procedure: To a stirred solution of {4′-[1-fluoro-1-methyl-2-(propane-2-sulfonylamino)ethyl]-3-nitro-biphenyl-4-yl}-acetic acid (0.311 g, 0.71 mmol, prepared in example 48) dissolved in Ethanol (4.0 mL)/50% H2SO4 (3.0 mL) at ambient temperature then heated to 90° C. is added Zn (0.186 g, 2.84 mmol) in divided portions over 30 minutes. Heating and stirring is continued for 2 h after addition of the Zn. The mixture is allowed to cool to ambient temperature. It is then extracted (EtOAc) and the EtOAc is extra... Reagents/catalysts: [Zn] (Zn), [Zn] (Zn). Solvent: C(C)O (Ethanol), OS(=O)(=O)O (H2SO4). As a reaction SMILES: [OH:1][CH2:2][C:3]1[S:4][CH:5]=[C:6]([C:8]([O:10][CH2:11][CH3:12])=[O:9])[N:7]=1.N1C=CC=CC=1.Cl[C:20]([O:22][CH2:23][C:24]([Cl:27])([Cl:26])[Cl:25])=[O:21]>C(Cl)Cl>[Cl:25][C:24]([Cl:27])([Cl:26])[CH2:23][O:22][C:20]([O:1][CH2:2][C:3]1[S:4][CH:5]=[C:6]([C:8]([O:10][CH2:11][CH3:12])=[O:9])[N:7]=1)=[O:21]. Solvent: C(Cl)Cl (CH2Cl2). Isolated yield 47.1%. Conditions: time 30 minute. Starting materials: OCC=1SC=C(N1)C(=O)OCC (ethyl 2-(hydroxymethyl)-thiazole-4-carboxylate), N1=CC=CC=C1 (pyridine), ClC(=O)OCC(Cl)(Cl)Cl (2,2,2-trichloroethyl chloroformate). Reported procedure: To a solution of ethyl 2-(hydroxymethyl)-thiazole-4-carboxylate 33 (38.4 g) and pyridine (41 mL) in 100 mL of CH2Cl2 is slowly added 2,2,2-trichloroethyl chloroformate (32 mL, 0.23 mol) at 0° C. After the resulting mixture is stirred for 30 minutes, the reaction is quenched by the addition of 10% aq NaHCO3. The organic layer is separated, and the aqueous layer is extracted with CH2Cl2. The combined organic extracts are washed with 2 N HCl, 10% aq NaHCO3, and brine, dried (Na2SO4), and concentrat... Product: ClC(COC(=O)OCC=1SC=C(N1)C(=O)OCC)(Cl)Cl (ethyl 2-(2,2,2-trichloroethoxycarbonyloxymethyl)thiazole-4-carboxylate). Starting materials: BrC1=NN=C(S1)CNS(=O)(=O)C (N-((5-bromo-1,3,4-thiadiazol-2-yl)methyl)methanesulfonamide), ClC(C(=O)N[C@@H]([C@@H](C1=CC=C(C=C1)[Sn](C)(C)C)O)CF)Cl (2,2-dichloro-N-((1R,2S)-3-fluoro-1-hydroxy-1-(4-(trimethyl-stannyl)phenyl)-propan-2-yl)acetamide). Yields the product ClC(C(=O)N[C@@H]([C@@H](C1=CC=C(C=C1)C=1SC(=NN1)CNS(=O)(=O)C)O)CF)Cl (2,2-dichloro-N-((1R,2S)-3-fluoro-1-hydroxy-1-(4-(5-(methylsulfonamidomethyl)-1,3,4-thiadiazol-2-yl)phenyl)propan-2-yl)acetamide). RXN SMILES: Br[C:2]1[S:6][C:5]([CH2:7][NH:8][S:9]([CH3:12])(=[O:11])=[O:10])=[N:4][N:3]=1.[Cl:13][CH:14]([Cl:33])[C:15]([NH:17][C@H:18]([CH2:31][F:32])[C@H:19]([OH:30])[C:20]1[CH:25]=[CH:24][C:23]([Sn](C)(C)C)=[CH:22][CH:21]=1)=[O:16]>>[Cl:13][CH:14]([Cl:33])[C:15]([NH:17][C@H:18]([CH2:31][F:32])[C@H:19]([OH:30])[C:20]1[CH:21]=[CH:22][C:23]([C:2]2[S:6][C:5]([CH2:7][NH:8][S:9]([CH3:12])(=[O:11])=[O:10])=[N:4][N:3]=2)=[CH:24][CH:25]=1)=[O:16]. Reported procedure: Following the general procedure of Example 9—Step 2 and making non-critical variations but using N-((5-bromo-1,3,4-thiadiazol-2-yl)methyl)methanesulfonamide and 2,2-dichloro-N-((1R,2S)-3-fluoro-1-hydroxy-1-(4-(trimethyl-stannyl)phenyl)-propan-2-yl)acetamide the title compound is obtained (11.8 mg): 1H NMR (400 MHz, DMSO-d6) 3.0 (s, 3H), 4.2-4.4 (m, 1.5H), 4.45 (t, 1H), 4.55-4.6 (m, 0.5H), 4.65 (d, 2H), 4.7-4.75 (m, 0.5H), 4.95 (bt, 0.5H), 6.1 (d, 1H), 6.5 (s, 1H), 7.5 (d, 2H), 7.95 (d, 2H), 8.15... Starting materials: ClC=1C(=C(C(=O)O)C=CC1S(=O)(=O)C)C (3-chloro-2-methyl-4-methylsulfonylbenzoic acid), cupric oxide, N (ammonia). Conditions: temperature 180 celsius. Yields the product NC=1C(=C(C(=O)O)C=CC1S(=O)(=O)C)C (3-Amino-2-methyl-4-methylsulfonylbenzoic Acid). RXN SMILES: Cl[C:2]1[C:3]([CH3:15])=[C:4]([CH:8]=[CH:9][C:10]=1[S:11]([CH3:14])(=[O:13])=[O:12])[C:5]([OH:7])=[O:6].[NH3:16]>>[NH2:16][C:2]1[C:3]([CH3:15])=[C:4]([CH:8]=[CH:9][C:10]=1[S:11]([CH3:14])(=[O:13])=[O:12])[C:5]([OH:7])=[O:6]. Reported procedure: A mixture of 79.0 g (grams) (320 mmol (millimole)) of 3-chloro-2-methyl-4-methylsulfonylbenzoic acid, 1.0 g (12.6 mmol) of cupric oxide, and 500 mL (milliliter) of concentrated aqueous ammonia was heated at 180° C. for 17 hours in a stirred Parr reactor. The resulting dark mixture was concentrated by evaporation under reduced pressure. The residue was acidified with 2N aqueous hydrochloric acid and the resulting mixture was extracted with ethyl acetate. The extract was filtered and concentrated ...